From a dataset of the Open Reaction Database (ORD), a public repository of structured organic reaction records. describe an organic reaction: reactants, conditions, products, and yield Reactants: BrC(C(=O)O)CCCCCCCCCCCCCC (2-bromohexadecanoic acid), [N-]=[N+]=[N-].[Na+] (sodium azide), O (water). Run in CN(C=O)C (N,N-dimethylformamide). Conditions: temperature 80 celsius, time 12 hour. Product: N(=[N+]=[N-])C(C(=O)O)CCCCCCCCCCCCCC (2-azidohexadecanoic acid). Yield: 82.3%. Reaction SMILES: Br[CH:2]([CH2:6][CH2:7][CH2:8][CH2:9][CH2:10][CH2:11][CH2:12][CH2:13][CH2:14][CH2:15][CH2:16][CH2:17][CH2:18][CH3:19])[C:3]([OH:5])=[O:4].[N-:20]=[N+:21]=[N-:22].[Na+].O>CN(C)C=O>[N:20]([CH:2]([CH2:6][CH2:7][CH2:8][CH2:9][CH2:10][CH2:11][CH2:12][CH2:13][CH2:14][CH2:15][CH2:16][CH2:17][CH2:18][CH3:19])[C:3]([OH:5])=[O:4])=[N+:21]=[N-:22] |f:1.2|. Reported procedure: To the solution of 2-bromohexadecanoic acid (1.00 g) in N,N-dimethylformamide (DMF, 15 ml) was added sodium azide (0.86 g), and the mixture was stirred at 80° C. for 12 hours. To the reaction mixture, after having been cooled to room temperature, was then added water. The mixture was extracted with ethyl acetate, and the ethyl acetate layer was separated, washed twice with brine, dried over anhydrous sodium sulfate. The solvent was removed by distillation to give 2-azidohexadecanoic acid (0.73 g... Procedure details: A suspension of 6-(3-chloro-4-fluorobenzyl)-4-methoxy-2-methyl-3,5-dioxo-2,3,5,6,7,8-hexahydro-2,6-naphthyridine-1-carboxylic acid (3.5 g, 9.59 mmol; Example 12, step 12) in anhydrous dichloromethane (60 mL) and anhydrous DMF (0.45 mL) at room temperature was treated with oxalyl chloride (1.7 mL, 19.2 mmol). The reaction mixture was stirred at room temperature for 2 hours and concentrated under vacuum. A solution of the residue and AIBN (0.47 g, 2.88 mmol) in anhydrous dichloromethane (30 mL) wa... Reaction SMILES: [Cl:1][C:2]1[CH:3]=[C:4]([CH:24]=[CH:25][C:26]=1[F:27])[CH2:5][N:6]1[CH2:15][CH2:14][C:13]2[C:8](=[C:9]([O:21][CH3:22])[C:10](=O)[N:11](C)[C:12]=2C(O)=O)[C:7]1=[O:23].C(Cl)(=O)C(Cl)=O.CC(N=NC(C#N)(C)C)(C#N)C.[N+]1([O-])C(S)=CC=CC=1.[Br:54]C(Cl)(Cl)Cl>ClCCl.CN(C=O)C.ClC(Cl)C>[Br:54][C:12]1[N:11]=[CH:10][C:9]([O:21][CH3:22])=[C:8]2[C:13]=1[CH2:14][CH2:15][N:6]([CH2:5][C:4]1[CH:24]=[CH:25][C:26]([F:27])=[C:2]([Cl:1])[CH:3]=1)[C:7]2=[O:23]. Starting materials: CC(C)(C#N)N=NC(C)(C)C#N (AIBN), [N+]=1(C(=CC=CC1)S)[O-] (2-pyridinethiol-N-oxide), BrC(Cl)(Cl)Cl (bromotrichloromethane), C(C(=O)Cl)(=O)Cl (oxalyl chloride), ClC=1C=C(CN2C(C3=C(C(N(C(=C3CC2)C(=O)O)C)=O)OC)=O)C=CC1F (6-(3-Chloro-4-fluorobenzyl)-4-methoxy-2-methyl-3,5-dioxo-2,3,5,6,7,8-hexahydro-2,6-naphthyridine-1-carboxylic acid). The solvent is ClCCl (dichloromethane), ClC(C)Cl (dichloroethane), ClCCl (dichloromethane), CN(C)C=O (DMF). Conditions: time 2 hour. Product: BrC1=C2CCN(C(C2=C(C=N1)OC)=O)CC1=CC(=C(C=C1)F)Cl (5-Bromo-2-(3-chloro-4-fluorobenzyl)-8-methoxy-3,4-dihydro-2,6-naphthyridin-1(2H)-one). The reactants are O.[OH-].[Li+] (Lithium hydroxide monohydrate), C(C)OC1=CC=C(C=C1)CCOC1=CC=C(C[C@H](NC(C(C)C)=O)C(=O)OC)C=C1 (Methyl O-[2-(4-ethoxyphenyl)ethyl]-N-isobutyryltyrosinate), Cl (hydrochloric acid). Run in O (water), O1CCOCC1 (dioxane). Run at time 8 hour. Yields the product C(C)OC1=CC=C(C=C1)CCOC1=CC=C(C[C@H](NC(C(C)C)=O)C(=O)O)C=C1 (O-[2-(4-Ethoxyphenyl)ethyl]-N-isobutyryltyrosine). Isolated yield 102.6%. RXN SMILES: [CH2:1]([O:3][C:4]1[CH:9]=[CH:8][C:7]([CH2:10][CH2:11][O:12][C:13]2[CH:30]=[CH:29][C:16]([CH2:17][C@@H:18]([C:25]([O:27]C)=[O:26])[NH:19][C:20](=[O:24])[CH:21]([CH3:23])[CH3:22])=[CH:15][CH:14]=2)=[CH:6][CH:5]=1)[CH3:2].O.[OH-].[Li+].Cl>O1CCOCC1.O>[CH2:1]([O:3][C:4]1[CH:5]=[CH:6][C:7]([CH2:10][CH2:11][O:12][C:13]2[CH:14]=[CH:15][C:16]([CH2:17][C@@H:18]([C:25]([OH:27])=[O:26])[NH:19][C:20](=[O:24])[CH:21]([CH3:23])[CH3:22])=[CH:29][CH:30]=2)=[CH:8][CH:9]=1)[CH3:2] |f:1.2.3|. Procedure details: Methyl O-[2-(4-ethoxyphenyl)ethyl]-N-isobutyryltyrosinate (0.25 g, 0.61 mmol) was dissolved in dioxane (4 ml). Lithium hydroxide monohydrate (0.1 g, 2.38 mmol) in water (4 ml) was added. The mixture was stirred overnight and then acidified with 1M hydrochloric acid, pH ˜3-4. Dioxane was removed by evaporation in vacuum. The residue was diluted with water and then extracted with dichloromethane. The organic phase was washed with brine and dried with sodium sulfate. The solvent was then evaporated... RXN SMILES: [C:1]([NH:9][C:10]1[CH:15]=[CH:14][N:13]([CH2:16][C:17]([O:19]C(C)(C)C)=[O:18])[C:12](=[O:24])[N:11]=1)(=[O:8])[C:2]1[CH:7]=[CH:6][CH:5]=[CH:4][CH:3]=1.C1(C)C=CC=CC=1>FC(F)(F)C(O)=O>[C:1]([NH:9][C:10]1[CH:15]=[CH:14][N:13]([CH2:16][C:17]([OH:19])=[O:18])[C:12](=[O:24])[N:11]=1)(=[O:8])[C:2]1[CH:7]=[CH:6][CH:5]=[CH:4][CH:3]=1. Procedure details: The product from Example 18 is dissolved in trifluoroacetic acid (170 ml) and left at room temperature for 1 h 45 min. Subsequently, the mixture is codistilled five times with toluene and the product is dried in a desiccator over phosphorus pentoxide/potassium hydroxide for 24 h. Yield: 11.8 g (93%). Product: C(C1=CC=CC=C1)(=O)NC1=NC(N(C=C1)CC(=O)O)=O (N4 -Benzoyl-1-carboxymethylcytosine). Starting materials: C(C1=CC=CC=C1)(=O)NC1=NC(N(C=C1)CC(=O)OC(C)(C)C)=O (N4 -Benzoyl-1-tert-butyloxycarbonylmethylcytosine), C1(=CC=CC=C1)C (toluene). Run in FC(C(=O)O)(F)F (trifluoroacetic acid). Reaction conditions: time 45 minute. The reactants are C(C)(C)[Si](OCC=1N=C2N(C=CC=C2)C1)(C(C)C)C(C)C (2-(((triisopropylsilyl)oxy)methyl)imidazo[1,2-a]pyridine), IN1C(CCC1=O)=O (N-iodosuccinimide), O (water). Solvent: C(C)#N (acetonitrile). Run at time 16 hour. The product is IC1=C(N=C2N1C=CC=C2)CO[Si](C(C)C)(C(C)C)C(C)C (3-iodo-2-(((triisopropylsilyl)oxy)methyl)imidazo[1,2-a]pyridine). Yield: 87.5%. RXN SMILES: [CH:1]([Si:4]([CH:19]([CH3:21])[CH3:20])([CH:16]([CH3:18])[CH3:17])[O:5][CH2:6][C:7]1[N:8]=[C:9]2[CH:14]=[CH:13][CH:12]=[CH:11][N:10]2[CH:15]=1)([CH3:3])[CH3:2].[I:22]N1C(=O)CCC1=O.O>C(#N)C>[I:22][C:15]1[N:10]2[CH:11]=[CH:12][CH:13]=[CH:14][C:9]2=[N:8][C:7]=1[CH2:6][O:5][Si:4]([CH:1]([CH3:3])[CH3:2])([CH:16]([CH3:18])[CH3:17])[CH:19]([CH3:21])[CH3:20]. Procedure: 1.85 g (6.08 mmol) of 2-(((triisopropylsilyl)oxy)methyl)imidazo[1,2-a]pyridine were solubilised in 25 ml of acetonitrile with magnetic stirring, to this solution were added 1.409 g (6.08 mmol) of N-iodosuccinimide. The mixture was stirred at r.t. for 16 h before being treated with 100 ml of water. The aqueous phase was extracted with 3×50 ml of dichloromethane. The combined organic phases were washed with 100 ml of a saturated NaCl aqueous solution, dried on Na2SO4 which was then removed by filt... Starting materials: CC(C)(C)OC(=O)NC(CC(=O)N1CCn2c(C(F)(F)F)nc(C(=O)N3CCSC3)c2C1)Cc1cc(F)c(F)cc1F, CCOC(C)=O, Cl. Yields the product Cl, NC(CC(=O)N1CCn2c(C(F)(F)F)nc(C(=O)N3CCSC3)c2C1)Cc1cc(F)c(F)cc1F. RXN SMILES: [C:1]([O:2][C:3](=[O:4])[NH:7][CH:8]([CH2:9][C:10]([N:11]1[CH2:12][c:13]2[n:14]([c:17]([C:27]([F:28])([F:29])[F:30])[n:18][c:19]2[C:20](=[O:21])[N:22]2[CH2:23][S:24][CH2:25][CH2:26]2)[CH2:15][CH2:16]1)=[O:31])[CH2:32][c:33]1[c:34]([F:41])[cH:35][c:36]([F:40])[c:37]([F:39])[cH:38]1)([CH3:5])([CH3:6])[CH3:42].[CH3:44][CH2:45][O:46][C:47](=[O:48])[CH3:49].[ClH:43]>>[ClH:43].[NH2:7][CH:8]([CH2:9][C:10]([N:11]1[CH2:12][c:13]2[n:14]([c:17]([C:27]([F:28])([F:29])[F:30])[n:18][c:19]2[C:20](=[O:21])[N:22]2[CH2:23][S:24][CH2:25][CH2:26]2)[CH2:15][CH2:16]1)=[O:31])[CH2:32][c:33]1[c:34]([F:41])[cH:35][c:36]([F:40])[c:37]([F:39])[cH:38]1. The reactants are N (ammonia), C(C1=CC=CC=C1)N1C(OC[C@@H]1[C@H](C(F)F)C)=O ((S)-3-benzyl-4-((R)-1,1-difluoropropan-2-yl)oxazolidin-2-one), [Li] (Lithium). Run in C(C)OCC (diethylether). Reaction conditions: time 10 minute. The product is FC([C@H](C)[C@@H]1NC(OC1)=O)F ((S)-4-((R)-1,1-difluoropropan-2-yl)oxazolidin-2-one). Isolated yield 88.1%. As a reaction SMILES: N.C([N:9]1[C@@H:13]([C@@H:14]([CH3:18])[CH:15]([F:17])[F:16])[CH2:12][O:11][C:10]1=[O:19])C1C=CC=CC=1.[Li]>C(OCC)C>[F:17][CH:15]([F:16])[C@@H:14]([C@H:13]1[CH2:12][O:11][C:10](=[O:19])[NH:9]1)[CH3:18] |^1:19|. Procedure details: To liquid ammonia at −50° C. under argon was slowly added a solution of (S)-3-benzyl-4-((R)-1,1-difluoropropan-2-yl)oxazolidin-2-one (627 mg) (200 mg, 0.784 mmol) in diethylether (10 mL). Lithium (pellets; 54.4 mg, 7.84 mmol) were added in three portions. The reaction mixture became green then dark greenish blue over ˜10 min. The mixture was stirred for additional 15 min and then quenched slowly by the addition of saturated aqueous ammonium chloride solution (3 mL). The mixture was allowed to wa...